Dataset: the Open Reaction Database (ORD), a public repository of structured organic reaction records. Task: describe an organic reaction: reactants, conditions, products, and yield Reactants: O=C([O-])[O-], Cc1c(C(=O)NC2CC2)c2ccc(O)cc2n1C, O=C(c1cc2nccc(Cl)c2s1)N1CCC(O)C1, [Cs+], [Cs+]. Yields the product Cc1c(C(=O)NC2CC2)c2ccc(Oc3ccnc4cc(C(=O)N5CCC(O)C5)sc34)cc2n1C. Reaction SMILES: [C:37](=[O:38])([O-:39])[O-:40].[CH:19]1([NH:22][C:23](=[O:24])[c:25]2[c:26]([CH3:36])[n:27]([CH3:35])[c:28]3[cH:29][c:30]([OH:34])[cH:31][cH:32][c:33]23)[CH2:20][CH2:21]1.[Cl:1][c:2]1[c:3]2[c:4]([n:5][cH:6][cH:7]1)[cH:8][c:9]([C:11](=[O:12])[N:13]1[CH2:14][CH:15]([OH:18])[CH2:16][CH2:17]1)[s:10]2.[Cs+:41].[Cs+:42]>>[c:2]1([O:34][c:30]2[cH:29][c:28]3[n:27]([CH3:35])[c:26]([CH3:36])[c:25]([C:23]([NH:22][CH:19]4[CH2:20][CH2:21]4)=[O:24])[c:33]3[cH:32][cH:31]2)[c:3]2[c:4]([n:5][cH:6][cH:7]1)[cH:8][c:9]([C:11](=[O:12])[N:13]1[CH2:14][CH:15]([OH:18])[CH2:16][CH2:17]1)[s:10]2. Starting materials: C1(C2=C(C(=O)O1)CCCC2)=O (3,4,5,6-tetrahydrophthalic anhydride), ClC1=CC(=C(N)C=C1OCC1C(C1)(Cl)Cl)F (4-Chloro-2-fluoro-5-(2,2-dichlorocyclopropylmethoxy) aniline), ice water. Run in C(C)(=O)O (acetic acid). Product: ClC1=CC(=C(C=C1OCC1C(C1)(Cl)Cl)N1C(C2=C(C1=O)CCCC2)=O)F (N-[4-Chloro-5-(2,2-dichlorocyclopropylmethoxy)-2-fluorophenyl]-3,4,5,6-tetrahydrophthalimide). As a reaction SMILES: [Cl:1][C:2]1[C:8]([O:9][CH2:10][CH:11]2[CH2:13][C:12]2([Cl:15])[Cl:14])=[CH:7][C:5]([NH2:6])=[C:4]([F:16])[CH:3]=1.[C:17]1(=O)[O:22][C:20](=[O:21])[C:19]2[CH2:23][CH2:24][CH2:25][CH2:26][C:18]1=2>C(O)(=O)C>[Cl:1][C:2]1[C:8]([O:9][CH2:10][CH:11]2[CH2:13][C:12]2([Cl:14])[Cl:15])=[CH:7][C:5]([N:6]2[C:20](=[O:21])[C:19]3[CH2:23][CH2:24][CH2:25][CH2:26][C:18]=3[C:17]2=[O:22])=[C:4]([F:16])[CH:3]=1. Reported procedure: 8.9 g (0.031 mol) 4-Chloro-2-fluoro-5-(2,2-dichlorocyclopropylmethoxy) aniline was dissolved in 12.5 ml acetic acid and 3.85 g 3,4,5,6-tetrahydrophthalic anhydride added. The mixture was heated under reflux for 3 hours, then poured into ice-water and extracted with ether. The ether phase was neutralised with aqueous sodium hydrogen carbonate, washed with saturated brine, dried over magnesium sulphate and the solvent removed. The residue was chromatographed on silica gel using a mixture of 9 part... Product: OC1=C(C=CC(=C1)C(C)C)CCNC(OC(C)(C)C)=O (tert-butyl N-[2-(2-hydroxy-4-isopropylphenyl)ethyl]carbamate). Reported procedure: tert-Butyl N-[2-(2-benzyloxy-4-isopropylphenyl)ethyl]carbamate (12.00 g) was dissolved in 150 mL of ethanol. To the stirred solution was added 1.10 g of 10% palladium on carbon under ice-cooling, and the mixture was stirred under a hydrogen atmosphere and ordinary pressure at 30° C. for 16 hours. The insoluble material was filtered, and the filtrate was concentrated under reduced pressure to give 6.66 g of tert-butyl N-[2-(2-hydroxy-4-isopropylphenyl)ethyl]carbamate. Reactants: C(C1=CC=CC=C1)OC1=C(C=CC(=C1)C(C)C)CCNC(OC(C)(C)C)=O (tert-Butyl N-[2-(2-benzyloxy-4-isopropylphenyl)ethyl]carbamate). Isolated yield 73.4%. Run at time 16 hour. Run in C(C)O (ethanol). The reagents and catalysts are [Pd] (palladium on carbon). Reaction SMILES: C([O:8][C:9]1[CH:14]=[C:13]([CH:15]([CH3:17])[CH3:16])[CH:12]=[CH:11][C:10]=1[CH2:18][CH2:19][NH:20][C:21](=[O:27])[O:22][C:23]([CH3:26])([CH3:25])[CH3:24])C1C=CC=CC=1>C(O)C.[Pd]>[OH:8][C:9]1[CH:14]=[C:13]([CH:15]([CH3:16])[CH3:17])[CH:12]=[CH:11][C:10]=1[CH2:18][CH2:19][NH:20][C:21](=[O:27])[O:22][C:23]([CH3:24])([CH3:26])[CH3:25]. Reactants: CC(C)(C)C(C(=O)[O-])n1c(C(=O)c2ccccc2)ccc1-c1ccccc1, O=C(O)C(F)(F)F. Yields the product O=C(O)Cn1c(C(=O)c2ccccc2)ccc1-c1ccccc1. As a reaction SMILES: [C:1]([CH3:2])([CH3:3])([CH3:4])[CH:5]([C:6](=[O:7])[O-:8])[n:9]1[c:10]([C:20]([c:21]2[cH:22][cH:23][cH:24][cH:25][cH:26]2)=[O:27])[cH:11][cH:12][c:13]1-[c:14]1[cH:15][cH:16][cH:17][cH:18][cH:19]1.[OH:28][C:29]([C:30]([F:31])([F:32])[F:33])=[O:34]>>[CH2:5]([C:6](=[O:7])[OH:8])[n:9]1[c:10]([C:20]([c:21]2[cH:22][cH:23][cH:24][cH:25][cH:26]2)=[O:27])[cH:11][cH:12][c:13]1-[c:14]1[cH:15][cH:16][cH:17][cH:18][cH:19]1. Starting materials: CO, ClC(Cl)Cl, CCCCCCCCC=CCCCCCCCC(=O)OC1CCC2(C)C(=CCC3C2CCC2(C)C(C(C)CCCC(C)C)CCC32)C1, N#N, CCCCCCCCC=CCCCCCCCC(=O)OCC(COC(=O)CCCCCCCC=CCCCCCCCC)OC(=O)CCCCCCCC=CCCCCCCCC. The product is CC(C)CCCC(C)C1CCC2C3CC=C4CC(O)CCC4(C)C3CCC12C. Reaction SMILES: [CH3:113][OH:114].[CH:115]([Cl:116])([Cl:117])[Cl:118].[CH:64]1([CH:103]([CH3:104])[CH2:105][CH2:106][CH2:107][CH:108]([CH3:109])[CH3:110])[CH2:65][CH2:66][CH:67]2[CH:68]3[CH2:69][CH:70]=[C:71]4[CH2:72][CH:73]([O:83][C:84]([CH2:85][CH2:86][CH2:87][CH2:88][CH2:89][CH2:90][CH2:91][CH:92]=[CH:93][CH2:94][CH2:95][CH2:96][CH2:97][CH2:98][CH2:99][CH2:100][CH3:101])=[O:102])[CH2:74][CH2:75][C:76]4([CH3:77])[CH:78]3[CH2:79][CH2:80][C:81]12[CH3:82].[N:111]#[N:112].[O:1]=[C:2]([O:3][CH2:4][CH:5]([O:6][C:7](=[O:8])[CH2:9][CH2:10][CH2:11][CH2:12][CH2:13][CH2:14][CH2:15][CH:16]=[CH:17][CH2:18][CH2:19][CH2:20][CH2:21][CH2:22][CH2:23][CH2:24][CH3:25])[CH2:26][O:27][C:28](=[O:29])[CH2:30][CH2:31][CH2:32][CH2:33][CH2:34][CH2:35][CH2:36][CH:37]=[CH:38][CH2:39][CH2:40][CH2:41][CH2:42][CH2:43][CH2:44][CH2:45][CH3:46])[CH2:47][CH2:48][CH2:49][CH2:50][CH2:51][CH2:52][CH2:53][CH:54]=[CH:55][CH2:56][CH2:57][CH2:58][CH2:59][CH2:60][CH2:61][CH2:62][CH3:63]>>[CH:64]1([CH:103]([CH3:104])[CH2:105][CH2:106][CH2:107][CH:108]([CH3:109])[CH3:110])[CH2:65][CH2:66][CH:67]2[CH:68]3[CH2:69][CH:70]=[C:71]4[CH2:72][CH:73]([OH:83])[CH2:74][CH2:75][C:76]4([CH3:77])[CH:78]3[CH2:79][CH2:80][C:81]12[CH3:82]. Reactants: OC1=C(C=C(C=C1)O)C(C)=O (2',5'-dihydroxyacetophenone), ClC1=C(C(=O)Cl)C=CC=C1 (2-chlorobenzoyl chloride), BrCCCCCCCl (1-bromo-6-chlorohexane), OC1CCNCC1 (4-hydroxypiperidine). Product: Cl.ClC1=C(C=CC=C1)C=1OC2=C(C(C1)=O)C=C(C=C2)OCCCCCCN2CCC(CC2)O (2-(2-Chlorophenyl)-6-(6-(4-hydroxypiperidinyl)hexoxy)-4H-1-benzopyran-4-one hydrochloride). As a reaction SMILES: [OH:1][C:2]1[CH:7]=[CH:6][C:5]([OH:8])=[CH:4][C:3]=1[C:9](=[O:11])[CH3:10].[Cl:12][C:13]1[CH:21]=[CH:20][CH:19]=[CH:18][C:14]=1[C:15](Cl)=O.Br[CH2:23][CH2:24][CH2:25][CH2:26][CH2:27][CH2:28]Cl.[OH:30][CH:31]1[CH2:36][CH2:35][NH:34][CH2:33][CH2:32]1>>[ClH:12].[Cl:12][C:13]1[CH:21]=[CH:20][CH:19]=[CH:18][C:14]=1[C:15]1[O:1][C:2]2[CH:7]=[CH:6][C:5]([O:8][CH2:23][CH2:24][CH2:25][CH2:26][CH2:27][CH2:28][N:34]3[CH2:35][CH2:36][CH:31]([OH:30])[CH2:32][CH2:33]3)=[CH:4][C:3]=2[C:9](=[O:11])[CH:10]=1 |f:4.5|. Reported procedure: The compound was prepared by a method similar to Example 11 from 2',5'-dihydroxyacetophenone, 2-chlorobenzoyl chloride, 1-bromo-6-chlorohexane, and 4-hydroxypiperidine: mp 176°-177° C.